This data is from the Open Reaction Database (ORD), a public repository of structured organic reaction records. The task is: describe an organic reaction: reactants, conditions, products, and yield Starting materials: COC(=O)c1ccc(O)c(C(=O)OC)c1, N#N, c1ccncc1. Yields the product COC(=O)c1ccc(O)c(C(=O)O)c1. RXN SMILES: [CH3:1][O:2][C:3]([c:4]1[cH:5][c:6]([C:7](=[O:8])[O:9][CH3:10])[c:11]([OH:14])[cH:12][cH:13]1)=[O:15].[N:16]#[N:17].[cH:18]1[cH:19][cH:20][n:21][cH:22][cH:23]1>>[CH3:1][O:2][C:3]([c:4]1[cH:5][c:6]([C:7](=[O:8])[OH:9])[c:11]([OH:14])[cH:12][cH:13]1)=[O:15]. Starting materials: C(C)S(=O)(=O)N1CCC(CC1)C1=CNC2=C(C=C(C=C12)C1=CSC(=C1)CN1C(CCC1)CCC)C(=O)N (3-[1-(ethylsulfonyl)-4-piperidinyl]-5-{5-[(2-propyl-1-pyrrolidinyl)methyl]-3-thienyl}-1H-indole-7-carboxamide), C(CC)C1NCCC1 (2-propylpyrrolidine). The product is C(C)S(=O)(=O)N1CCC(CC1)C1=CNC2=C(C=C(C=C12)C1=CSC(=C1)CN1C(CCC1)C(C)C)C(=O)N (3-[1-(ethylsulfonyl)-4-piperidinyl]-5-(5-{[2-(1-methylethyl)-1-pyrrolidinyl]methyl}-3-thienyl)-1H-indole-7-carboxamide). The yield is 29.5%. As a reaction SMILES: [CH2:1]([S:3]([N:6]1[CH2:11][CH2:10][CH:9]([C:12]2[C:20]3[C:15](=[C:16]([C:35]([NH2:37])=[O:36])[CH:17]=[C:18]([C:21]4[CH:25]=[C:24]([CH2:26][N:27]5[CH2:31][CH2:30][CH2:29][CH:28]5CCC)[S:23][CH:22]=4)[CH:19]=3)[NH:14][CH:13]=2)[CH2:8][CH2:7]1)(=[O:5])=[O:4])[CH3:2].[CH2:38]([CH:41]1CCCN1)[CH2:39]C>>[CH2:1]([S:3]([N:6]1[CH2:7][CH2:8][CH:9]([C:12]2[C:20]3[C:15](=[C:16]([C:35]([NH2:37])=[O:36])[CH:17]=[C:18]([C:21]4[CH:25]=[C:24]([CH2:26][N:27]5[CH2:31][CH2:30][CH2:29][CH:28]5[CH:38]([CH3:41])[CH3:39])[S:23][CH:22]=4)[CH:19]=3)[NH:14][CH:13]=2)[CH2:10][CH2:11]1)(=[O:5])=[O:4])[CH3:2]. Reported procedure: The title compound was prepared according to the general procedure of 3-[1-(ethylsulfonyl)-4-piperidinyl]-5-{5-[(2-propyl-1-pyrrolidinyl)methyl]-3-thienyl}-1H-indole-7-carboxamide, substituting 2-(1-methylethyl)pyrrolidine (113 mg, 1.0 mmol) for 2-propylpyrrolidine to afford 16.0 mg of the title compound (29.5%). The reactants are COC(C(CC(C)C)C=1C=C(C=C(C1)OS(=O)(=O)C(F)(F)F)C1=CC(=CC(=C1)F)C(F)(F)F)=O (2-(5′-fluoro-5-trifluoromethanesulfonyloxy-3′-trifluoromethyl-biphenyl-3-yl)-4-methyl-pentanoic acid methyl ester), FC(C1=C(N)C=C(C=C1)C(F)(F)F)(F)F (2,5-bis-(trifluoromethyl)aniline). Product: COC(C(CC(C)C)C=1C=C(C=C(C1)NC1=C(C=CC(=C1)C(F)(F)F)C(F)(F)F)C1=CC(=CC(=C1)F)C(F)(F)F)=O (2-[5′-Fluoro-5-(2,5-bis-trifluoromethyl-phenylamino)-3′-trifluoromethyl-biphenyl-3-yl]-4-methyl-pentanoic acid methyl ester). Isolated yield 100.0%. As a reaction SMILES: [CH3:1][O:2][C:3](=[O:34])[CH:4]([C:9]1[CH:10]=[C:11]([C:23]2[CH:28]=[C:27]([F:29])[CH:26]=[C:25]([C:30]([F:33])([F:32])[F:31])[CH:24]=2)[CH:12]=[C:13](OS(C(F)(F)F)(=O)=O)[CH:14]=1)[CH2:5][CH:6]([CH3:8])[CH3:7].[F:35][C:36]([F:49])([F:48])[C:37]1[CH:43]=[CH:42][C:41]([C:44]([F:47])([F:46])[F:45])=[CH:40][C:38]=1[NH2:39]>>[CH3:1][O:2][C:3](=[O:34])[CH:4]([C:9]1[CH:10]=[C:11]([C:23]2[CH:28]=[C:27]([F:29])[CH:26]=[C:25]([C:30]([F:32])([F:33])[F:31])[CH:24]=2)[CH:12]=[C:13]([NH:39][C:38]2[CH:40]=[C:41]([C:44]([F:45])([F:46])[F:47])[CH:42]=[CH:43][C:37]=2[C:36]([F:35])([F:48])[F:49])[CH:14]=1)[CH2:5][CH:6]([CH3:7])[CH3:8]. Procedure: The title compound was prepared in 100% yield from 2-(5′-fluoro-5-trifluoromethanesulfonyloxy-3′-trifluoromethyl-biphenyl-3-yl)-4-methyl-pentanoic acid methyl ester and 2,5-bis-(trifluoromethyl)aniline under the conditions described in Example 37, step (b). Starting materials: C(C)C(C(=O)OCC)CC (ethyl 2-ethylbutyrate), C(C)(C)[N-]C(C)C.[Li+] (lithium diisopropylamide), C(C)(C)NC(C)C (diisopropylamine), C(CCC)[Li] (butyllithium), hexanes, BrCC#N (bromoacetonitrile). Solvent: C1CCOC1 (THF), C1CCOC1 (THF), C1CCOC1 (THF). Reaction conditions: temperature -78 celsius, time 1 hour. The product is C(#N)CC(C(=O)OCC)(CC)CC (Ethyl 2-cyanomethyl-2-ethylbutanoate). Yield: 101.0%. Reaction SMILES: [CH2:1]([CH:3]([CH2:9][CH3:10])[C:4]([O:6][CH2:7][CH3:8])=[O:5])[CH3:2].C([N-]C(C)C)(C)C.[Li+].C(NC(C)C)(C)C.C([Li])CCC.Br[CH2:32][C:33]#[N:34]>C1COCC1>[C:33]([CH2:32][C:3]([CH2:9][CH3:10])([CH2:1][CH3:2])[C:4]([O:6][CH2:7][CH3:8])=[O:5])#[N:34] |f:1.2|. Reported procedure: A solution of ethyl 2-ethylbutyrate (21.60 g, 150 mmol) in THF (25 mL) was added dropwise to a solution of lithium diisopropylamide prepared by treating diisopropylamine (16.67 g, 165 mmol) in dry THF (150 mL) with butyllithium in hexanes (2.5M, 66 mL, 165 mmol) at -78° C. for 1 h in a nitrogen atmosphere. The resulting mixture was stirred at -78° C. for 1 h, then a solution of bromoacetonitrile (21.60 g, 180 mmol) in THF (50 mL) was introduced slowly over a period of 30 minutes (the reaction mi... Reactants: CC=1N(C(=CC1)C)C1=CC=C(C=C1)/C=C/C(=O)N(O)C ((E)-3-[4-(2,5-dimethyl-1H-pyrrol-1-yl)phenyl]-N-methyl-2-propenohydroxamic acid), NC(CO)(CO)CO (tromethamine), C (charcoal). Run in CO (methanol). The product is NC(CO)(CO)CO.CC=1N(C(=CC1)C)C1=CC=C(C=C1)/C=C/C(=O)N(O)C ((E)-3-[4-(2,5-dimethyl-1H-pyrrol-1-yl)phenyl]-N-methyl-2-propenohydroxamic acid tromethamine salt). As a reaction SMILES: [CH3:1][C:2]1[N:3]([C:8]2[CH:13]=[CH:12][C:11](/[CH:14]=[CH:15]/[C:16]([N:18]([CH3:20])[OH:19])=[O:17])=[CH:10][CH:9]=2)[C:4]([CH3:7])=[CH:5][CH:6]=1.[NH2:21][C:22]([CH2:27][OH:28])([CH2:25][OH:26])[CH2:23][OH:24].C>CO>[NH2:21][C:22]([CH2:27][OH:28])([CH2:25][OH:26])[CH2:23][OH:24].[CH3:1][C:2]1[N:3]([C:8]2[CH:13]=[CH:12][C:11](/[CH:14]=[CH:15]/[C:16]([N:18]([CH3:20])[OH:19])=[O:17])=[CH:10][CH:9]=2)[C:4]([CH3:7])=[CH:5][CH:6]=1 |f:4.5|. Procedure details: (E)-3-[4-(2,5-dimethyl-1H-pyrrol-1-yl)phenyl]-N-methyl-2-propenohydroxamic acid (1.85 g) is added to a solution of 0.85 g of tromethamine in 150 ml of methanol. The resulting solution is treated with charcoal, filtered and evaporated to dryness. The residue is crystallized from ether to obtain (E)-3-[4-(2,5-dimethyl-1H-pyrrol-1-yl)phenyl]-N-methyl-2-propenohydroxamic acid tromethamine salt, m.p. 134°-136°. Reaction SMILES: [CH:1]1([C:4]2[NH:8][N:7]=[C:6]([NH:9][C:10]3[CH:15]=[CH:14][N:13]=[C:12]([N:16]([CH3:35])[CH2:17][C:18]4[CH:23]=[N:22][CH:21]=[C:20]5[N:24](COCC[Si](C)(C)C)[CH:25]=[CH:26][C:19]=45)[N:11]=3)[CH:5]=2)[CH2:3][CH2:2]1.[F-].C([N+](CCCC)(CCCC)CCCC)CCC.O.[NH4+].[OH-]>O1CCCC1>[NH:24]1[C:20]2=[CH:21][N:22]=[CH:23][C:18]([CH2:17][N:16]([CH3:35])[C:12]3[N:11]=[C:10]([NH:9][C:6]4[CH:5]=[C:4]([CH:1]5[CH2:2][CH2:3]5)[NH:8][N:7]=4)[CH:15]=[CH:14][N:13]=3)=[C:19]2[CH:26]=[CH:25]1 |f:1.2,4.5|. The yield is 22.7%. Reactants: [NH4+].[OH-] (NH4OH), C1(CC1)C1=CC(=NN1)NC1=NC(=NC=C1)N(CC1=C2C(=CN=C1)N(C=C2)COCC[Si](C)(C)C)C (N4-(5-cyclopropyl-1H-pyrazol-3-yl)-N2-methyl-N2-((1-((2-(trimethylsilyl)ethoxy)methyl)-1H-pyrrolo[2,3-c]pyridin-4-yl)methyl)pyrimidine-2,4-diamine), [F-].C(CCC)[N+](CCCC)(CCCC)CCCC (tetrabutyl ammonium fluoride), O (water). Run in O1CCCC1 (tetrahydrofuran). Procedure details: A mixture of N4-(5-cyclopropyl-1H-pyrazol-3-yl)-N2-methyl-N2-((1-((2-(trimethylsilyl)ethoxy)methyl)-1H-pyrrolo[2,3-c]pyridin-4-yl)methyl)pyrimidine-2,4-diamine (108 mg, 0.22 mmol) and tetrabutyl ammonium fluoride (580 mg, 2.2 mmol) in tetrahydrofuran (20 mL) was heated at 80° C. for 18 h. The reaction mixture was poured into water (100 mL) and the pH was adjusted to ca. 10 by adding an NH4OH solution. The mixture was extracted with EtOAc (50 mL×3) and the combined extracts dried (MgSO4), filtere... Reaction conditions: temperature 80 celsius. Yields the product N1C=CC=2C1=CN=CC2CN(C2=NC=CC(=N2)NC2=NNC(=C2)C2CC2)C (N2-((1H-pyrrolo[2,3-c]pyridin-4-yl)methyl)-N4-(5-cyclopropyl-1H-pyrazol-3-yl)-N2-methylpyrimidine-2,4-diamine). Starting materials: ClCCl, O=[Cr](=O)([O-])Cl, C1CCOC1, O=c1[nH]c(-c2cccc(CO)c2)no1, c1cc[nH+]cc1. RXN SMILES: [Cl:26][CH2:27][Cl:28].[O:1]=[Cr:2]([Cl:3])([O-:4])=[O:5].[O:29]1[CH2:30][CH2:31][CH2:32][CH2:33]1.[OH:12][CH2:13][c:14]1[cH:15][c:16](-[c:20]2[n:21][o:22][c:23](=[O:25])[nH:24]2)[cH:17][cH:18][cH:19]1.[nH+:6]1[cH:7][cH:8][cH:9][cH:10][cH:11]1>>[O:12]=[CH:13][c:14]1[cH:15][c:16](-[c:20]2[n:21][o:22][c:23](=[O:25])[nH:24]2)[cH:17][cH:18][cH:19]1. Yields the product O=Cc1cccc(-c2noc(=O)[nH]2)c1. Reactants: CC1(OCCO1)C1=CC=C(O1)CN1N=C(C=C1)N (1-[5-(2-methyl-[1,3]dioxolan-2-yl)-furan-2-ylmethyl]-1H-pyrazol-3-ylamine), C1(=CC=C(C=C1)/C=C/C(=O)O)C ((E)-3-p-tolyl-acrylic acid). Yields the product C(C)(=O)C1=CC=C(O1)CN1N=C(C=C1)NC(\C=C\C1=CC=C(C=C1)C)=O ((E)-N-[1-(5-Acetyl-furan-2-ylmethyl)-1H-pyrazol-3-yl]-3-p-tolyl-acrylamide). Reaction SMILES: [CH3:1][C:2]1([C:7]2[O:11][C:10]([CH2:12][N:13]3[CH:17]=[CH:16][C:15]([NH2:18])=[N:14]3)=[CH:9][CH:8]=2)[O:6]CCO1.[C:19]1([CH3:30])[CH:24]=[CH:23][C:22](/[CH:25]=[CH:26]/[C:27](O)=[O:28])=[CH:21][CH:20]=1>>[C:2]([C:7]1[O:11][C:10]([CH2:12][N:13]2[CH:17]=[CH:16][C:15]([NH:18][C:27](=[O:28])/[CH:26]=[CH:25]/[C:22]3[CH:23]=[CH:24][C:19]([CH3:30])=[CH:20][CH:21]=3)=[N:14]2)=[CH:9][CH:8]=1)(=[O:6])[CH3:1]. Reported procedure: Following general procedure B followed by either C or D, starting from 1-[5-(2-methyl-[1,3]dioxolan-2-yl)-furan-2-ylmethyl]-1H-pyrazol-3-ylamine and (E)-3-p-tolyl-acrylic acid. Reactants: [Sb](F)(F)F (antimony fluoride), [OH-].[K+] (KOH), ClC(=CCCl)Cl (1,1,3-trichloropropene), [Cl-].[Al+3].[Cl-].[Cl-] (aluminum chloride), F (hydrogen fluoride), ferric chloride, S(O)(O)(=O)=O (sulfuric acid), 3,3,3- and 1,1,3-trichloropropene, ClC(C=C)(Cl)Cl (3,3,3-trichloropropene), Cl (hydrochloric acid). Product: ClC(=CCCl)Cl (1,1,3-trichloropropene), ClC(C(CCl)Cl)(Cl)Cl (1,1,1,2,3-pentachloropropane). As a reaction SMILES: [Cl:1][C:2]([Cl:6])([Cl:5])[CH:3]=[CH2:4].[Cl:7][C:8]([Cl:12])=[CH:9][CH2:10][Cl:11].[Sb](F)(F)F.[ClH:17].S(=O)(=O)(O)O.[Cl-:23].[Al+3].[Cl-].[Cl-].[OH-].[K+].F>>[Cl:7][C:8]([Cl:12])=[CH:9][CH2:10][Cl:11].[Cl:1][C:2]([Cl:6])([Cl:5])[CH:3]([Cl:23])[CH2:4][Cl:17] |f:5.6.7.8,9.10|. Reported procedure: An earlier reference by Haszeldine, "Fluoro-olefins. Part II. Synthesis and Reaction of Some 3,3,3-Trihalogenopropenes" Journal of the Chemical Society [1953] pp. 3371-3378, describes a plethora of reactions of products derived from 1,1,1,3-tetrachloropropane. The reference describes preparation of this intermediate by reaction of carbon tetrachloride with ethylene in the presence of benzoyl peroxide. Among the numerous syntheses carried out by Haszeldine with 1,1,1,3-tetrachloropropane as the s... Starting materials: O=C([O-])[O-], [Cs+], [Cs+], CNC(=O)c1c(-c2ccc(F)cc2)oc2ccc(OS(=O)(=O)C(F)(F)F)cc12, C1COCCO1, O, c1ccc(P(c2ccccc2)(c2ccccc2)[Pd](P(c2ccccc2)(c2ccccc2)c2ccccc2)(P(c2ccccc2)(c2ccccc2)c2ccccc2)P(c2ccccc2)(c2ccccc2)c2ccccc2)cc1, OB(O)c1cccc2[nH]ccc12. The product is CNC(=O)c1c(-c2ccc(F)cc2)oc2ccc(-c3cccc4[nH]ccc34)cc12. RXN SMILES: [C:1](=[O:2])([O-:3])[O-:4].[Cs+:5].[Cs+:6].[F:7][C:8]([F:9])([F:10])[S:11]([O:12][c:13]1[cH:14][cH:15][c:16]2[c:17]([c:18]([C:28]([NH:29][CH3:30])=[O:31])[c:19](-[c:21]3[cH:22][cH:23][c:24]([F:27])[cH:25][cH:26]3)[o:20]2)[cH:32]1)(=[O:33])=[O:34].[O:47]1[CH2:48][CH2:49][O:50][CH2:51][CH2:52]1.[OH2:130].[cH:53]1[cH:54][cH:55][c:56]([P:57]([Pd:58]([P:59]([c:60]2[cH:61][cH:62][cH:63][cH:64][cH:65]2)([c:66]2[cH:67][cH:68][cH:69][cH:70][cH:71]2)[c:72]2[cH:73][cH:74][cH:75][cH:76][cH:77]2)([P:78]([c:79]2[cH:80][cH:81][cH:82][cH:83][cH:84]2)([c:85]2[cH:86][cH:87][cH:88][cH:89][cH:90]2)[c:91]2[cH:92][cH:93][cH:94][cH:95][cH:96]2)[P:97]([c:98]2[cH:99][cH:100][cH:101][cH:102][cH:103]2)([c:104]2[cH:105][cH:106][cH:107][cH:108][cH:109]2)[c:110]2[cH:111][cH:112][cH:113][cH:114][cH:115]2)([c:116]2[cH:117][cH:118][cH:119][cH:120][cH:121]2)[c:122]2[cH:123][cH:124][cH:125][cH:126][cH:127]2)[cH:128][cH:129]1.[nH:35]1[cH:36][cH:37][c:38]2[c:39]([B:44]([OH:45])[OH:46])[cH:40][cH:41][cH:42][c:43]12>>[c:13]1(-[c:39]2[c:38]3[cH:37][cH:36][nH:35][c:43]3[cH:42][cH:41][cH:40]2)[cH:14][cH:15][c:16]2[c:17]([c:18]([C:28]([NH:29][CH3:30])=[O:31])[c:19](-[c:21]3[cH:22][cH:23][c:24]([F:27])[cH:25][cH:26]3)[o:20]2)[cH:32]1.